Dataset: the Open Reaction Database (ORD), a public repository of structured organic reaction records. Task: describe an organic reaction: reactants, conditions, products, and yield Reactants: C(C)(=O)OCCCC([N+](=O)[O-])[N+](=O)[O-] (4,4-dinitro-1-butyl acetate), [N-]=[N+]=[N-].[Na+] (NaN3), [OH-].[Na+] (NaOH), [N-]=[N+]=[N-].[Na+] (NaN3), stainless steel. Reaction conditions: time 5.25 hour. Product: C(C)(=O)OCCCC([N+](=O)[O-])([N+](=O)[O-])N=[N+]=[N-] (4-Azido-4,4-Dinitro-1-Butyl Acetate). As a reaction SMILES: [C:1]([O:4][CH2:5][CH2:6][CH2:7][CH:8]([N+:12]([O-:14])=[O:13])[N+:9]([O-:11])=[O:10])(=[O:3])[CH3:2].[N-:15]=[N+:16]=[N-:17].[Na+].[OH-].[Na+]>>[C:1]([O:4][CH2:5][CH2:6][CH2:7][C:8]([N:15]=[N+:16]=[N-:17])([N+:12]([O-:14])=[O:13])[N+:9]([O-:11])=[O:10])(=[O:3])[CH3:2] |f:1.2,3.4|. Reported procedure: A divided electrochemical H-cell was charged with 4,4-dinitro-1-butyl acetate (10.2 g), 30% aqueous NaN3 (25 ml) and 12N NaOH (4 ml) in the anode compartment and 30% NaN3 (35 ml) in the cathode compartment. This solution was electrolyzed at 650 mA using a platimum foil anode (6.5 cm2) and a stainless steel cathode. After 5.25 h the reaction was stopped, and the anolyte was extracted with CH2Cl2 (3×25 ml). Brine-washing, drying, and concentrating the extracts yielded a product which displayed a w... The reactants are BrC1=CC(=C(S1)Cl)CC1=CC=C(C=C1)O (4-((5-bromo-2-chlorothiophen-3-yl)methyl)phenol), CC(C)(C)[Si](C)(C)Cl (TBDMSCl), N1C=NC=C1 (imidazole). The reagents and catalysts are CN(C)C=1C=CN=CC1 (DMAP). Solvent: CN(C)C=O (DMF). Reaction conditions: time 14 hour. Product: BrC1=CC(=C(S1)Cl)CC1=CC=C(O[Si](C)(C)C(C)(C)C)C=C1 ((4-((5-bromo-2-chlorothiophen-3-yl)methyl)phenoxy)(tert-butyl)dimethylsilane). The yield is 99.8%. As a reaction SMILES: [Br:1][C:2]1[S:6][C:5]([Cl:7])=[C:4]([CH2:8][C:9]2[CH:14]=[CH:13][C:12]([OH:15])=[CH:11][CH:10]=2)[CH:3]=1.[CH3:16][C:17]([Si:20](Cl)([CH3:22])[CH3:21])([CH3:19])[CH3:18].N1C=CN=C1>CN(C=O)C.CN(C1C=CN=CC=1)C>[Br:1][C:2]1[S:6][C:5]([Cl:7])=[C:4]([CH2:8][C:9]2[CH:14]=[CH:13][C:12]([O:15][Si:20]([C:17]([CH3:19])([CH3:18])[CH3:16])([CH3:22])[CH3:21])=[CH:11][CH:10]=2)[CH:3]=1. Reported procedure: To a solution of phenol 4 (3.0 g, 9.88 mmol) in DMF (20 mL) were added TBDMSCl (1M in CH2Cl2, 20 mL, 19.8 mmol), imidazole (2.1 g, 29.6 mmol) and DMAP (0.25 g, 1.98 mmol) at room temperature. The mixture was stirred at ambient temperature for 14 hours. The mixture was extracted with EtOAc/H2O (75 mL/250 mL). The organic layer was dried over MgSO4, filtered, and concentrated in vacuo. The residue was purified by silica column chromatography (Biotage) to provide the title compound 21 (4.12 g, 99%)...